From a dataset of the Open Reaction Database (ORD), a public repository of structured organic reaction records. describe an organic reaction: reactants, conditions, products, and yield Starting materials: C(CCC)OC(OCCCC)=O (dibutylcarbonate), NCC(CO)O (3-amino-1,2-propanediol). Product: OC(CNC(OCCCC)=O)CO (butyl 2,3-dihydroxypropylcarbamate). RXN SMILES: C(O[C:6](=[O:12])[O:7][CH2:8][CH2:9][CH2:10][CH3:11])CCC.[NH2:13][CH2:14][CH:15]([OH:18])[CH2:16][OH:17]>>[OH:18][CH:15]([CH2:16][OH:17])[CH2:14][NH:13][C:6](=[O:12])[O:7][CH2:8][CH2:9][CH2:10][CH3:11]. Procedure details: An equimolar mixture of dibutylcarbonate and 3-amino-1,2-propanediol was allowed to react resulting in formation of butyl 2,3-dihydroxypropylcarbamate. Starting materials: N#CC1CC(F)CN1C(=O)CNC12CCC(C(=O)O)(CC1)CC2, CC(N)C1CCCCC1. Yields the product CC(NC(=O)C12CCC(NCC(=O)N3CC(F)CC3C#N)(CC1)CC2)C1CCCCC1. RXN SMILES: [C:1](=[O:2])([OH:3])[C:4]12[CH2:5][CH2:6][C:7]([NH:12][CH2:13][C:14](=[O:15])[N:16]3[CH:17]([C:22]#[N:23])[CH2:18][CH:19]([F:21])[CH2:20]3)([CH2:8][CH2:9]1)[CH2:10][CH2:11]2.[CH:24]1([CH:30]([CH3:31])[NH2:32])[CH2:25][CH2:26][CH2:27][CH2:28][CH2:29]1>>[C:1](=[O:2])([C:4]12[CH2:5][CH2:6][C:7]([NH:12][CH2:13][C:14](=[O:15])[N:16]3[CH:17]([C:22]#[N:23])[CH2:18][CH:19]([F:21])[CH2:20]3)([CH2:8][CH2:9]1)[CH2:10][CH2:11]2)[NH:32][CH:30]([CH:24]1[CH2:25][CH2:26][CH2:27][CH2:28][CH2:29]1)[CH3:31]. Reactants: COC(C1=CC(=CC=C1)N1N=C(C=C1NC(=O)NC1=C(C=C(C=C1)OC1=CC(=NC=C1)C)F)C(C)(C)C)=O (3-(3-tert-butyl-5-{3-[2-fluoro-4-(2-methyl-pyridin-4-yloxy)-phenyl]-ureido}-pyrazol-1-yl)-benzoic acid methyl ester), COC(C1=CC=C(C=C1)N1N=C(C=C1NC(=O)NC1=C(C=C(C=C1)OC1=CC(=NC=C1)C)F)C(C)(C)C)=O (4-(3-tert-butyl-5-{3-[2-fluoro-4-(2-methyl-pyridin-4-yloxy)-phenyl]-ureido}-pyrazol-1-yl)-benzoic acid methyl ester), [OH-].[K+] (potassium hydroxide). The solvent is CO (methanol), O (water). Reaction conditions: temperature 40 celsius, time 8 hour. The product is C(C)(C)(C)C1=NN(C(=C1)NC(=O)NC1=C(C=C(C=C1)OC1=CC(=NC=C1)C)F)C=1C=C(C(=O)O)C=CC1 (3-(3-tert-butyl-5-{3-[2-fluoro-4-(2-methyl-pyridin-4-yloxy)-phenyl]-ureido}-pyrazol-1-yl)-benzoic acid). Isolated yield 98.0%. As a reaction SMILES: C[O:2][C:3](=[O:38])[C:4]1[CH:9]=[CH:8][CH:7]=[C:6]([N:10]2[C:14]([NH:15][C:16]([NH:18][C:19]3[CH:24]=[CH:23][C:22]([O:25][C:26]4[CH:31]=[CH:30][N:29]=[C:28]([CH3:32])[CH:27]=4)=[CH:21][C:20]=3[F:33])=[O:17])=[CH:13][C:12]([C:34]([CH3:37])([CH3:36])[CH3:35])=[N:11]2)[CH:5]=1.COC(=O)C1C=CC(N2C(NC(NC3C=CC(OC4C=CN=C(C)C=4)=CC=3F)=O)=CC(C(C)(C)C)=N2)=CC=1.[OH-].[K+]>CO.O>[C:34]([C:12]1[CH:13]=[C:14]([NH:15][C:16]([NH:18][C:19]2[CH:24]=[CH:23][C:22]([O:25][C:26]3[CH:31]=[CH:30][N:29]=[C:28]([CH3:32])[CH:27]=3)=[CH:21][C:20]=2[F:33])=[O:17])[N:10]([C:6]2[CH:5]=[C:4]([CH:9]=[CH:8][CH:7]=2)[C:3]([OH:38])=[O:2])[N:11]=1)([CH3:37])([CH3:35])[CH3:36] |f:2.3|. Reported procedure: To a solution of 3-(3-tert-butyl-5-{3-[2-fluoro-4-(2-methyl-pyridin-4-yloxy)-phenyl]-ureido}-pyrazol-1-yl)-benzoic acid methyl ester (2.0 g, 4.12 mmol; prepared in a similar manner as described for 4-(3-tert-butyl-5-{3-[2-fluoro-4-(2-methyl-pyridin-4-yloxy)-phenyl]-ureido}-pyrazol-1-yl)-benzoic acid methyl ester) in methanol, was added potassium hydroxide (692 mg, 12.4 mmol) in water. The mixture was stirred at 40° C. overnight, then cooled to room temperature. Methanol was evaporated at reduced... Reactants: benzylic alcohols, C(C1=CC=CC=C1)=O (benzaldehyde), O=O (O2), C1(=CC=CC=C1)CO (PhCH2OH). Reagents/catalysts: [Pd] (Pd). Product: C(C)(=O)C1=CC=CC=C1 (acetophenone). As a reaction SMILES: [C:1]1([CH2:7][OH:8])[CH:6]=[CH:5][CH:4]=[CH:3][CH:2]=1.O=O.[CH:11](=O)C1C=CC=CC=1>[Pd]>[C:7]([C:1]1[CH:6]=[CH:5][CH:4]=[CH:3][CH:2]=1)(=[O:8])[CH3:11]. Procedure details: Expectedly, benzylic alcohols such as PhCH2OH, 4-CH3OPhCH2OH, 4-CF3PhCH2OH, and PhCHOHCH3 were also reactive (0.1 mmol substrate, 5 μmol Pd-POM-1, 1 ml TFT, 2 bar O2, and 110° C. for 20 minutes), all yielding the corresponding benzaldehyde derivatives or acetophenone with >95% yields with no observed by-products. Reactants: O (water), C1(=CC=CC=C1)[C@H]1CC[C@H](N1)COC1=CC=C(C(=O)OC)C=C1 (methyl 4-[5-(R)-phenyl-2-(S)-pirrolidinylmethoxy]benzoate), BrC1=C(C=CC=C1)NC(NC1=C(C=C(C=C1)CC(=O)O)OC)=O (4-[N′-(2-bromophenyl)ureido]-3-methoxyphenylacetic acid), N,N-dimethylaminopyridine, CCN=C=NCCCN(C)C.Cl (EDC.HCl). The solvent is CN(C)C=O (DMF). Conditions: time 8 hour. The product is BrC1=C(C=CC=C1)NC(NC1=C(C=C(C=C1)CC(=O)N1[C@@H](CC[C@@H]1C1=CC=CC=C1)COC1=CC=C(C(=O)OC)C=C1)OC)=O (methyl 4-[1-[4-[N′-(2-bromophenyl)ureido]-3-methoxyphenylacetyl]-5-(R)-phenyl-2-(S)-pyrrolidinylmethoxy]benzoate). Isolated yield 91.1%. As a reaction SMILES: [C:1]1([C@@H:7]2[NH:11][C@H:10]([CH2:12][O:13][C:14]3[CH:23]=[CH:22][C:17]([C:18]([O:20][CH3:21])=[O:19])=[CH:16][CH:15]=3)[CH2:9][CH2:8]2)[CH:6]=[CH:5][CH:4]=[CH:3][CH:2]=1.[Br:24][C:25]1[CH:30]=[CH:29][CH:28]=[CH:27][C:26]=1[NH:31][C:32](=[O:46])[NH:33][C:34]1[CH:39]=[CH:38][C:37]([CH2:40][C:41](O)=[O:42])=[CH:36][C:35]=1[O:44][CH3:45].CCN=C=NCCCN(C)C.Cl.O>CN(C=O)C>[Br:24][C:25]1[CH:30]=[CH:29][CH:28]=[CH:27][C:26]=1[NH:31][C:32](=[O:46])[NH:33][C:34]1[CH:39]=[CH:38][C:37]([CH2:40][C:41]([N:11]2[C@@H:7]([C:1]3[CH:2]=[CH:3][CH:4]=[CH:5][CH:6]=3)[CH2:8][CH2:9][C@H:10]2[CH2:12][O:13][C:14]2[CH:15]=[CH:16][C:17]([C:18]([O:20][CH3:21])=[O:19])=[CH:22][CH:23]=2)=[O:42])=[CH:36][C:35]=1[O:44][CH3:45] |f:2.3|. Procedure: To a stirred solution of methyl 4-[5-(R)-phenyl-2-(S)-pirrolidinylmethoxy]benzoate (146 mg, 0.47 mmol), 4-[N′-(2-bromophenyl)ureido]-3-methoxyphenylacetic acid (178 mg, 0.47 mmol) and N,N-dimethylaminopyridine (57.4 mg, 0.47 mmol) in DMF (10 ml) was added EDC.HCl (99.0 mg, 0.52 mmol) at rt, and the resulting mixture was stirred overnight. The reaction mixture was poured into water and extracted with EtOAc. The organic layer was washed with brine, drying over anhydrous Na2SO4, then concentrated i... The reactants are C1CCOC1, Cc1cc(C2CC2)cc(C)c1O, Clc1nc(Cl)c2cc[nH]c2n1, [H-], [Na+], O. The product is Cc1cc(C2CC2)cc(C)c1Oc1nc(Cl)nc2[nH]ccc12. RXN SMILES: [CH2:27]1[O:28][CH2:29][CH2:30][CH2:31]1.[CH:1]1([c:4]2[cH:5][c:6]([CH3:12])[c:7]([OH:11])[c:8]([CH3:10])[cH:9]2)[CH2:2][CH2:3]1.[Cl:15][c:16]1[n:17][c:18]([Cl:25])[c:19]2[c:20]([n:21]1)[nH:22][cH:23][cH:24]2.[H-:14].[Na+:13].[OH2:26]>>[CH:1]1([c:4]2[cH:5][c:6]([CH3:12])[c:7]([O:11][c:18]3[n:17][c:16]([Cl:15])[n:21][c:20]4[c:19]3[cH:24][cH:23][nH:22]4)[c:8]([CH3:10])[cH:9]2)[CH2:2][CH2:3]1. The reactants are [N+](=O)([O-])NC1=NC=C(C(N1)=O)CC=1C=NC=CC1 (2-nitroamino-5-(3-pyridyl)methyl-4-pyrimidone), CN(C)CC=1SC=C(N1)CSCCN (2-(2-dimethylaminomethyl-4-thiazolylmethylthio)ethylamine), C(C)O (ethanol). The solvent is O (Water). The product is CN(C)CC=1SC=C(N1)CSCCNC1=NC=C(C(N1)=O)CC=1C=NC=CC1 (2-[2-(2-dimethylaminomethyl-4-thiazolylmethylthio)ethyl]amino-5-(3-pyridyl)methyl-4-pyrimidone). Reaction SMILES: [N+]([NH:4][C:5]1[NH:10][C:9](=[O:11])[C:8]([CH2:12][C:13]2[CH:14]=[N:15][CH:16]=[CH:17][CH:18]=2)=[CH:7][N:6]=1)([O-])=O.[CH3:19][N:20]([CH2:22][C:23]1[S:24][CH:25]=[C:26]([CH2:28][S:29][CH2:30][CH2:31]N)[N:27]=1)[CH3:21].C(O)C>O>[CH3:21][N:20]([CH2:22][C:23]1[S:24][CH:25]=[C:26]([CH2:28][S:29][CH2:30][CH2:31][NH:4][C:5]2[NH:10][C:9](=[O:11])[C:8]([CH2:12][C:13]3[CH:14]=[N:15][CH:16]=[CH:17][CH:18]=3)=[CH:7][N:6]=2)[N:27]=1)[CH3:19]. Reported procedure: A reaction mixture prepared from 1.24 g. of 2-nitroamino-5-(3-pyridyl)methyl-4-pyrimidone, 1.14 g. of 2-(2-dimethylaminomethyl-4-thiazolylmethylthio)ethylamine and 6 ml. of anhydrous ethanol was refluxed for about 1 day under a nitrogen atmosphere. The volatile constitutents were removed by evaporation to yield an oily residue. Water was added and the aqueous layer extracted with ether and with ethyl acetate. The organic extracts were combined, dried and evaporated to dryness to yield 2-[2-(2-di... Reactants: CCn1c(C)nc(N2CCc3ccccc3CC2)c([N+](=O)[O-])c1=O, CI, C[Si](C)(C)[N-][Si](C)(C)C, [Li+], C1CCOC1. Yields the product CCc1nc(N2CCc3ccccc3CC2)c([N+](=O)[O-])c(=O)n1CC. As a reaction SMILES: [CH2:1]([CH3:2])[n:3]1[c:4]([CH3:24])[n:5][c:6]([N:13]2[CH2:14][CH2:15][c:16]3[c:17]([cH:20][cH:21][cH:22][cH:23]3)[CH2:18][CH2:19]2)[c:7]([N+:10](=[O:11])[O-:12])[c:8]1=[O:9].[CH3:25][I:26].[CH3:27][Si:28]([N-:29][Si:30]([CH3:31])([CH3:32])[CH3:33])([CH3:34])[CH3:35].[Li+:36].[O:37]1[CH2:38][CH2:39][CH2:40][CH2:41]1>>[CH2:1]([CH3:2])[n:3]1[c:4]([CH2:24][CH3:27])[n:5][c:6]([N:13]2[CH2:14][CH2:15][c:16]3[c:17]([cH:20][cH:21][cH:22][cH:23]3)[CH2:18][CH2:19]2)[c:7]([N+:10](=[O:11])[O-:12])[c:8]1=[O:9]. Yields the product Cc1cc(O)ccc1c2c[nH]c3ncccc23, Ic1c[nH]c2ncccc12, c1ccc(-c2ccccc2)cc1. Starting materials: Ic1c[nH]c2ncccc12, Cc1cc(O)ccc1B2OC(C)(C)C(C)(C)O2. Reagents/catalysts: CCN=P(N=P(N(C)C)(N(C)C)N(C)C)(N(C)C)N(C)C (P2-Et), CC(C)c1cc(C(C)C)c(-c2ccccc2[PH](C(C)(C)C)(C(C)(C)C)[Pd]2(OS(C)(=O)=O)Nc3ccccc3-c3ccccc32)c(C(C)C)c1 (tBuXphos G3). Reaction conditions: time 22 hour. The solvent is CS(C)=O (DMSO), O (water), CS(C)=O (DMSO), CS(C)=O (DMSO), CS(C)=O (DMSO). Reactants: O=C(O)C(c1ccc(F)cc1)c1ccc(F)cc1, CCCC(=O)Nc1cc(C2CCN(CCCN)CC2)ccc1F. The product is CCCC(=O)Nc1cc(C2CCN(CCCNC(=O)C(c3ccc(F)cc3)c3ccc(F)cc3)CC2)ccc1F. RXN SMILES: [F:1][c:2]1[cH:3][cH:4][c:5]([CH:8]([C:9](=[O:10])[OH:11])[c:12]2[cH:13][cH:14][c:15]([F:18])[cH:16][cH:17]2)[cH:6][cH:7]1.[NH2:19][CH2:20][CH2:21][CH2:22][N:23]1[CH2:24][CH2:25][CH:26]([c:29]2[cH:30][cH:31][c:32]([F:41])[c:33]([NH:35][C:36]([CH2:37][CH2:38][CH3:39])=[O:40])[cH:34]2)[CH2:27][CH2:28]1>>[F:1][c:2]1[cH:3][cH:4][c:5]([CH:8]([C:9](=[O:11])[NH:19][CH2:20][CH2:21][CH2:22][N:23]2[CH2:24][CH2:25][CH:26]([c:29]3[cH:30][cH:31][c:32]([F:41])[c:33]([NH:35][C:36]([CH2:37][CH2:38][CH3:39])=[O:40])[cH:34]3)[CH2:27][CH2:28]2)[c:12]2[cH:13][cH:14][c:15]([F:18])[cH:16][cH:17]2)[cH:6][cH:7]1.